describe an organic reaction: reactants, conditions, products, and yield From a dataset of the Open Reaction Database (ORD), a public repository of structured organic reaction records. The reactants are C(C1=CC=CC=C1)N1C[C@H](CCC1)NC ((S)-1-benzyl-N-methylpiperidin-3-amine), ClC1=C2C(=NC=N1)N(N=C2)COCC[Si](C)(C)C (4-chloro-1-((2-(trimethylsilyl)ethoxy)methyl)-1H-pyrazolo[3,4-d]pyrimidine), CCN(C(C)C)C(C)C (DIEA). Solvent: CCOC(=O)C (EtOAc), CN(C)C=O (DMF). Run at temperature 60 celsius, time 8 hour. Product: C(C1=CC=CC=C1)N1C[C@H](CCC1)N(C1=C2C(=NC=N1)N(N=C2)COCC[Si](C)(C)C)C ((S)—N-(1-benzylpiperidin-3-yl)-N-methyl-1-((2-(trimethylsilyl)ethoxy)methyl)-1H-pyrazolo[3,4-d]pyrimidin-4-amine). Isolated yield 50.6%. Reaction SMILES: [CH2:1]([N:8]1[CH2:13][CH2:12][CH2:11][C@H:10]([NH:14][CH3:15])[CH2:9]1)[C:2]1[CH:7]=[CH:6][CH:5]=[CH:4][CH:3]=1.Cl[C:17]1[N:22]=[CH:21][N:20]=[C:19]2[N:23]([CH2:26][O:27][CH2:28][CH2:29][Si:30]([CH3:33])([CH3:32])[CH3:31])[N:24]=[CH:25][C:18]=12.CCN(C(C)C)C(C)C>CN(C=O)C.CCOC(C)=O>[CH2:1]([N:8]1[CH2:13][CH2:12][CH2:11][C@H:10]([N:14]([CH3:15])[C:17]2[N:22]=[CH:21][N:20]=[C:19]3[N:23]([CH2:26][O:27][CH2:28][CH2:29][Si:30]([CH3:33])([CH3:32])[CH3:31])[N:24]=[CH:25][C:18]=23)[CH2:9]1)[C:2]1[CH:3]=[CH:4][CH:5]=[CH:6][CH:7]=1. Procedure details: To a solution of (S)-1-benzyl-N-methylpiperidin-3-amine (500 mg, 2.4 mmol) and 4-chloro-1-((2-(trimethylsilyl)ethoxy)methyl)-1H-pyrazolo[3,4-d]pyrimidine (697 mg, 2.4 mmol) in DMF (10 mL), DIEA (1.26 g, 9.7 mmol) was added and the reaction mixture was stirred at 60° C. overnight. After reaction was completed as indicated by TLC, the reaction mixture was diluted with EtOAc (40 mL) and was washed with water (3×20 mL). The EtOAc layer was then dried over Na2SO4 and evaporated in vacuo to give a res... The reactants are O[C@H]1[C@H](O)[C@@H](O)[C@H](O[C@H]2[C@H](O)[C@@H](O)[C@@H](O)[C@H](O2)CO)[C@H](O1)CO (β-lactose), anhydride. The solvent is O (water). The product is O.O[C@@H]1[C@H](O)[C@@H](O)[C@H](O[C@H]2[C@H](O)[C@@H](O)[C@@H](O)[C@H](O2)CO)[C@H](O1)CO (α-lactose hydrate). As a reaction SMILES: [OH:1][C@@H:2]1[O:21][C@H:20]([CH2:22][OH:23])[C@@H:7]([O:8][C@@H:9]2[O:17][C@H:16]([CH2:18][OH:19])[C@H:14]([OH:15])[C@H:12]([OH:13])[C@H:10]2[OH:11])[C@H:5]([OH:6])[C@H:3]1[OH:4]>O>[OH2:1].[OH:1][C@H:2]1[O:21][C@H:20]([CH2:22][OH:23])[C@@H:7]([O:8][C@@H:9]2[O:17][C@H:16]([CH2:18][OH:19])[C@H:14]([OH:15])[C@H:12]([OH:13])[C@H:10]2[OH:11])[C@H:5]([OH:6])[C@H:3]1[OH:4] |f:2.3|. Procedure details: The particles of releasing agents for use in the production and preservation of shaped edible and chewing materials according to the present invention may be produced by emulsifying a compound selected from a group consisting of α-lactose, β-lactose, calcium carbonate and mixtures thereof together with a compound selected from a group of consisting saturated fatty acid monoglycerides, derivatives thereof and mixtures thereof in water and atomizing the emulsion at an appropriate temperature to pr... The reactants are [Cr](=O)(=O)([O-])Cl (chlorochromate), C1(=CC=CC=C1)CCCCO (4-phenyl-1-butanol), C=1C=C[NH+]=CC1.[O-][Cr](=O)(=O)Cl (PCC). Run in CCOCC (ether), C(Cl)Cl (CH2Cl2). Conditions: time 0.5 hour. Product: C1(=CC=CC=C1)CCCC=O (4-Phenyl-1-butanal). The yield is 22.7%. RXN SMILES: [C:1]1([CH2:7][CH2:8][CH2:9][CH2:10][OH:11])[CH:6]=[CH:5][CH:4]=[CH:3][CH:2]=1.[Cr](Cl)([O-])(=O)=O.C1C=C[NH+]=CC=1.[O-][Cr](Cl)(=O)=O>C(Cl)Cl.CCOCC>[C:1]1([CH2:7][CH2:8][CH2:9][CH:10]=[O:11])[CH:6]=[CH:5][CH:4]=[CH:3][CH:2]=1 |f:2.3|. Reported procedure: To a solution of 3.2 mL (20.8 mmol) of 4-phenyl-1-butanol (Aldrich Chemical Co.) in 20 mL of CH2Cl2 at 0° C. was added 3.2 g of powdered 3 Å molecular sieves and then 5.37 g (24.9 mmol) of pyridinum chlorochromate (PCC). The resulting suspension was stirred at 0° C. for 1 h at which time an additional 2.16 g (10.0 mmol) of PCC was added and the reaction mixture was warmed to room temperature. After stirring at ambient temperature for 0.5 h, the reaction mixture was diluted with ether and filtere... Starting materials: O.NN (hydrazine monohydrate), FC1=C(C#N)C=CC(=C1)B1OC(C(O1)(C)C)(C)C (2-fluoro-4-(4,4,5,5-tetramethyl-1,3,2-dioxaborolan-2-yl)benzonitrile), ClC1=NC(=NC(=C1)SC)N (4-chloro-6-(methylthio)-2-pyrimidinamine), C(=O)(O)[O-].[Na+] (NaHCO3). Reagents/catalysts: C=1C=CC(=CC1)[P](C=2C=CC=CC2)(C=3C=CC=CC3)[Pd]([P](C=4C=CC=CC4)(C=5C=CC=CC5)C=6C=CC=CC6)([P](C=7C=CC=CC7)(C=8C=CC=CC8)C=9C=CC=CC9)[P](C=1C=CC=CC1)(C=1C=CC=CC1)C=1C=CC=CC1 (Pd(Ph3P)4). Run in O1CCOCC1 (1,4-dioxane). Run at temperature 100 celsius, time 8 hour. Product: NC1=NC(=CC(=N1)C1=CC=C2C(=NNC2=C1)N)SC (6-[2-Amino-6-(methylthio)-4-pyrimidinyl]-1H-indazol-3-amine). Yield: 24.8%. RXN SMILES: F[C:2]1[CH:9]=[C:8](B2OC(C)(C)C(C)(C)O2)[CH:7]=[CH:6][C:3]=1[C:4]#[N:5].Cl[C:20]1[CH:25]=[C:24]([S:26][CH3:27])[N:23]=[C:22]([NH2:28])[N:21]=1.C([O-])(O)=O.[Na+].O.[NH2:35][NH2:36]>C1C=CC([P]([Pd]([P](C2C=CC=CC=2)(C2C=CC=CC=2)C2C=CC=CC=2)([P](C2C=CC=CC=2)(C2C=CC=CC=2)C2C=CC=CC=2)[P](C2C=CC=CC=2)(C2C=CC=CC=2)C2C=CC=CC=2)(C2C=CC=CC=2)C2C=CC=CC=2)=CC=1.O1CCOCC1>[NH2:28][C:22]1[N:21]=[C:20]([C:8]2[CH:9]=[C:2]3[C:3]([C:4]([NH2:5])=[N:35][NH:36]3)=[CH:6][CH:7]=2)[CH:25]=[C:24]([S:26][CH3:27])[N:23]=1 |f:2.3,4.5,^1:40,42,61,80|. Procedure details: To 2-fluoro-4-(4,4,5,5-tetramethyl-1,3,2-dioxaborolan-2-yl)benzonitrile (16.5 g, 66.6 mmol) and 4-chloro-6-(methylthio)-2-pyrimidinamine (11.7 g, 66.6 mmol) were added 1,4-dioxane (300 mL) and saturated aqueous NaHCO3 (150 mL) and the mixture was degassed with nitrogen gas for 15 minutes into a sealable tube. Pd(Ph3P)4 (2.3 g, 2.0 mmol) was added, the tube was sealed, and the reaction mixture was stirred overnight at 100° C. The mixture was cooled to room temperature and poured onto water where ... The reactants are BrBr (Bromine), OC=1C(=CC=C2C=CC=NC12)C(=O)O (8-hydroxyquinolin-7-carboxylic acid). The solvent is C(C)(=O)O (acetic acid). Reaction conditions: temperature 50 celsius. Yields the product BrC1=C2C=CC=NC2=C(C(=C1)C(=O)O)O (5-Bromo-8-hydroxyquinoline-7-carboxylic acid). Isolated yield 87.9%. Reaction SMILES: [Br:1]Br.[OH:3][C:4]1[C:5]([C:14]([OH:16])=[O:15])=[CH:6][CH:7]=[C:8]2[C:13]=1[N:12]=[CH:11][CH:10]=[CH:9]2>C(O)(=O)C>[Br:1][C:7]1[CH:6]=[C:5]([C:14]([OH:16])=[O:15])[C:4]([OH:3])=[C:13]2[C:8]=1[CH:9]=[CH:10][CH:11]=[N:12]2. Reported procedure: Bromine (819.8 mg, 5.13 mmol) was added dropwise to a suspension of 8-hydroxyquinolin-7-carboxylic acid (970 mg, 5.13 mmol) in glacial acetic acid (24 mL). The reaction mixture was refluxed for 1 h, allowed to cool to 50° C. and poured onto ice water. The yellow solid formed was filtered on a Buckner funnel, washed with H2O and dried under vacuum, affording the title compound (1.20 g, 4.51 mmol) as a light brown solid that was used in the next step without any further purification.